From a dataset of the Open Reaction Database (ORD), a public repository of structured organic reaction records. describe an organic reaction: reactants, conditions, products, and yield Reactants: ClC=1C=C(C=C(C1)Cl)C1(CC(=NC1)C1=CC(=C(C=O)C=C1)C)C(F)(F)F (4-[4-(3,5-dichloro-phenyl)-4-trifluoromethyl-4,5-dihydro-3H-pyrrol-2-yl]-2-methyl-benzaldehyde), C(C)NNC(=S)N (ethyl thiosemicarbazide), C(C)O (ethanol). Run in C(C)(=O)O (acetic acid). Conditions: temperature 70 celsius. Yields the product C(C)N(N=CC1=C(C=C(C=C1)C1=NCC(C1)(C(F)(F)F)C1=CC(=CC(=C1)Cl)Cl)C)C(=S)N (4-[4-(3,5-dichloro-phenyl)-4-trifluoromethyl-4,5-dihydro-3H-pyrrol-2-yl]-2-methyl-benzaldehyde-ethylthiosemicarbazone). The yield is 76.0%. As a reaction SMILES: [Cl:1][C:2]1[CH:3]=[C:4]([C:9]2([C:23]([F:26])([F:25])[F:24])[CH2:13][N:12]=[C:11]([C:14]3[CH:21]=[CH:20][C:17]([CH:18]=O)=[C:16]([CH3:22])[CH:15]=3)[CH2:10]2)[CH:5]=[C:6]([Cl:8])[CH:7]=1.C([NH:29][NH:30][C:31]([NH2:33])=[S:32])C.[CH2:34](O)[CH3:35]>C(O)(=O)C>[CH2:34]([N:30]([C:31]([NH2:33])=[S:32])[N:29]=[CH:18][C:17]1[CH:20]=[CH:21][C:14]([C:11]2[CH2:10][C:9]([C:4]3[CH:3]=[C:2]([Cl:1])[CH:7]=[C:6]([Cl:8])[CH:5]=3)([C:23]([F:26])([F:25])[F:24])[CH2:13][N:12]=2)=[CH:15][C:16]=1[CH3:22])[CH3:35]. Procedure: A mixture of 4-[4-(3,5-dichloro-phenyl)-4-trifluoromethyl-4,5-dihydro-3H-pyrrol-2-yl]-2-methyl-benzaldehyde (208 mg, 0.520 mmol) and ethyl thiosemicarbazide (93 mg 0.12 mmol) in ethanol (5 mL) and glacial acetic acid (0.1 mL) was heated at 70° C. for 4 h. After cooling, the resulting precipitate was filtered and dried to give the title compound (198 mg, 76%).